From a dataset of the Open Reaction Database (ORD), a public repository of structured organic reaction records. describe an organic reaction: reactants, conditions, products, and yield The reactants are CCN(C(C)C)C(C)C (Hunig base), C(C)(C)OCCNC1=CC=C(C(=O)N2CCN(CC2)CCC2=CC=C(C=C2)Cl)C=C1 (1-{4-[N-(2-isopropyloxyethyl)amino]benzoyl}-4-[2-(4-chlorophenyl)ethyl]piperazine), COCC(=O)Cl (methoxyacetyl chloride). The solvent is O1CCCC1 (tetrahydrofuran), O1CCCC1 (tetrahydrofuran). The product is Cl.C(C)(C)OCCN(C(COC)=O)C1=CC=C(C(=O)N2CCN(CC2)CCC2=CC=C(C=C2)Cl)C=C1 (1-{4-[N-(2-isopropyloxyethyl)-N-methoxyacetylamino]benzoyl}-4-[2-(4-chlorophenyl)ethyl]-piperazine hydrochloride). Reaction SMILES: [CH:1]([O:4][CH2:5][CH2:6][NH:7][C:8]1[CH:30]=[CH:29][C:11]([C:12]([N:14]2[CH2:19][CH2:18][N:17]([CH2:20][CH2:21][C:22]3[CH:27]=[CH:26][C:25]([Cl:28])=[CH:24][CH:23]=3)[CH2:16][CH2:15]2)=[O:13])=[CH:10][CH:9]=1)([CH3:3])[CH3:2].CCN(C(C)C)C(C)C.[CH3:40][O:41][CH2:42][C:43](Cl)=[O:44]>O1CCCC1>[ClH:28].[CH:1]([O:4][CH2:5][CH2:6][N:7]([C:8]1[CH:30]=[CH:29][C:11]([C:12]([N:14]2[CH2:15][CH2:16][N:17]([CH2:20][CH2:21][C:22]3[CH:27]=[CH:26][C:25]([Cl:28])=[CH:24][CH:23]=3)[CH2:18][CH2:19]2)=[O:13])=[CH:10][CH:9]=1)[C:43](=[O:44])[CH2:42][O:41][CH3:40])([CH3:3])[CH3:2] |f:4.5|. Procedure: 5 g of 1-{4-[N-(2-isopropyloxyethyl)amino]benzoyl}-4-[2-(4-chlorophenyl)ethyl]piperazine (Example 1) are dissolved in 50 ml of absolute tetrahydrofuran and cooled to 3° with stirring. There are added thereto 1.8 g of Hunig base and then, dropwise, within a period of 5 minutes, a solution of 1.38 g of methoxyacetyl chloride in 5 ml of absolute tetrahydrofuran. The mixture is stirred for 30 minutes at RT and concentrated by evaporation. The residue is taken up in water and ethyl acetate and the or... Starting materials: C(C1=CC=CC=C1)OC(C(C)(C)C=1C=NC=C(C1)Br)=O (2-(5-bromo-pyridin-3-yl)-2-methyl-propionic acid benzyl ester), C(C)(C)(C)OC(=O)N1CCCC2=CC(=CN=C12)B1OC(C(O1)(C)C)(C)C (6-(4,4,5,5-Tetramethyl-[1,3,2]dioxaborolan-2-yl)-3,4-dihydro-2H-[1,8]naphthyridine-1-carboxylic acid tert-butyl ester), C(C)(C)(C)OC(=O)N1CCCC2=CC(=CN=C12)B1OC(C(O1)(C)C)(C)C (6-(4,4,5,5-Tetramethyl-[1,3,2]dioxaborolan-2-yl)-3,4-dihydro-2H-[1,8]naphthyridine-1-carboxylic acid tert-butyl ester). The product is C(C)(C)(C)OC(=O)N1CCCC2=CC(=CN=C12)C=1C=NC=C(C1)C(C)(C)C(=O)OCC1=CC=CC=C1 (6-[5-(1-Benzyloxycarbonyl-1-methyl-ethyl)-pyridin-3-yl]-3,4-dihydro-2H-[1,8]naphthyridine-1-carboxylic acid tert-butyl ester). Reaction SMILES: [CH2:1]([O:8][C:9](=[O:20])[C:10]([C:13]1[CH:14]=[N:15][CH:16]=[C:17](Br)[CH:18]=1)([CH3:12])[CH3:11])[C:2]1[CH:7]=[CH:6][CH:5]=[CH:4][CH:3]=1.[C:21]([O:25][C:26]([N:28]1[C:37]2[C:32](=[CH:33][C:34](B3OC(C)(C)C(C)(C)O3)=[CH:35][N:36]=2)[CH2:31][CH2:30][CH2:29]1)=[O:27])([CH3:24])([CH3:23])[CH3:22]>>[C:21]([O:25][C:26]([N:28]1[C:37]2[C:32](=[CH:33][C:34]([C:17]3[CH:16]=[N:15][CH:14]=[C:13]([C:10]([C:9]([O:8][CH2:1][C:2]4[CH:7]=[CH:6][CH:5]=[CH:4][CH:3]=4)=[O:20])([CH3:12])[CH3:11])[CH:18]=3)=[CH:35][N:36]=2)[CH2:31][CH2:30][CH2:29]1)=[O:27])([CH3:24])([CH3:22])[CH3:23]. Procedure details: 6-[5-(1-Benzyloxycarbonyl-1-methyl-ethyl)-pyridin-3-yl]-3,4-dihydro-2H-[1,8]naphthyridine-1-carboxylic acid tert-butyl ester is synthesized according to the procedure of Suzuki Coupling Method VI using 2-(5-bromo-pyridin-3-yl)-2-methyl-propionic acid benzyl ester and crude 6-(4,4,5,5-Tetramethyl-[1,3,2]dioxaborolan-2-yl)-3,4-dihydro-2H-[1,8]naphthyridine-1-carboxylic acid tert-butyl ester (Intermediate G). Starting materials: [N+](=O)([O-])C1=CC=C(C=C1)S (4-nitrothiophenol), BrCCCBr (1,3-dibromopropane), C([O-])([O-])=O.[K+].[K+] (potassium carbonate). Run in CC(CC)=O (2-butanone). Reaction conditions: time 30 minute. Yields the product [N+](=O)([O-])C1=CC=C(C=C1)SCCCBr (3-(4-nitrophenylthio)propyl bromide). Reaction SMILES: [N+:1]([C:4]1[CH:9]=[CH:8][C:7]([SH:10])=[CH:6][CH:5]=1)([O-:3])=[O:2].[Br:11][CH2:12][CH2:13][CH2:14]Br.C(=O)([O-])[O-].[K+].[K+]>CC(=O)CC>[N+:1]([C:4]1[CH:9]=[CH:8][C:7]([S:10][CH2:14][CH2:13][CH2:12][Br:11])=[CH:6][CH:5]=1)([O-:3])=[O:2] |f:2.3.4|. Procedure details: To 50 ml of a 2-butanone solution containing 5.5 g of 4-nitrothiophenol and 28.3 g of 1,3-dibromopropane was added 9.0 g of anhydrous potassium carbonate, and the solution was then stirred for 30 minutes at room temperature. The reactants are CC(C)C(=O)Cl, ClCCl, CC(CN)c1ccccc1, O=C(Cl)C(Cl)Cl, [Na+], [OH-], O, c1ccc2cnccc2c1. Yields the product CC1CN(C(=O)C(Cl)Cl)C(C(C)C)c2ccccc21. As a reaction SMILES: [C:11]([CH:12]([CH3:13])[CH3:14])([Cl:15])=[O:16].[CH2:36]([Cl:37])[Cl:38].[CH3:1][CH:2]([CH2:3][NH2:4])[c:5]1[cH:6][cH:7][cH:8][cH:9][cH:10]1.[Cl:29][CH:30]([Cl:31])[C:32]([Cl:33])=[O:34].[Na+:28].[OH-:27].[OH2:35].[cH:17]1[cH:18][c:19]2[c:20]([cH:21][n:22][cH:23][cH:24]2)[cH:25][cH:26]1>>[CH3:1][CH:2]1[CH2:3][N:4]([C:32]([CH:30]([Cl:29])[Cl:31])=[O:34])[CH:11]([CH:12]([CH3:13])[CH3:14])[c:10]2[c:5]1[cH:6][cH:7][cH:8][cH:9]2. The reactants are ClC1=C2NC=NC2=NC=N1 (6-Chloropurine), CC1=CC=2C(=NC(=C(C2)[C@H](C)N)C2=NC=CC=C2)S1 ((S)-1-(2-methyl-6-(pyridin-2-yl)thieno[2,3-b]pyridin-5-yl)ethanamine), CCN(C(C)C)C(C)C (hunig's base). Run in C(CCC)O (n-butanol). Conditions: temperature 120 celsius. Product: CC1=CC=2C(=NC(=C(C2)[C@H](C)NC2=C3N=CNC3=NC=N2)C2=NC=CC=C2)S1 ((S)—N-(1-(2-methyl-6-(pyridin-2-yl)thieno[2,3-b]pyridin-5-yl)ethyl)-9H-purin-6-amine). Reaction SMILES: Cl[C:2]1[N:10]=[CH:9][N:8]=[C:7]2[C:3]=1[NH:4][CH:5]=[N:6]2.[CH3:11][C:12]1[S:29][C:15]2=[N:16][C:17]([C:23]3[CH:28]=[CH:27][CH:26]=[CH:25][N:24]=3)=[C:18]([C@@H:20]([NH2:22])[CH3:21])[CH:19]=[C:14]2[CH:13]=1.CCN(C(C)C)C(C)C>C(O)CCC>[CH3:11][C:12]1[S:29][C:15]2=[N:16][C:17]([C:23]3[CH:28]=[CH:27][CH:26]=[CH:25][N:24]=3)=[C:18]([C@@H:20]([NH:22][C:2]3[N:10]=[CH:9][N:8]=[C:7]4[C:3]=3[N:4]=[CH:5][NH:6]4)[CH3:21])[CH:19]=[C:14]2[CH:13]=1. Procedure details: 6-Chloropurine (26.4 mg, 0.171 mmol), (S)-1-(2-methyl-6-(pyridin-2-yl)thieno[2,3-b]pyridin-5-yl)ethanamine (40 mg, 0.148 mmol) and hunig's base (38.9 μL, 0.223 mmol) was dissolved in 2 mL of n-butanol and heated to 120° C. overnight. The reaction was cooled to rt and purified by reverse phase chromatography to afford (S)—N-(1-(2-methyl-6-(pyridin-2-yl)thieno[2,3-b]pyridin-5-yl)ethyl)-9H-purin-6-amine. 1H NMR (400 MHz, CDCl3) δ 12.5 (br s, 1H), 8.78 (br m, 1H), 8.55-7.80 (series of m, 6H), 7.60-7...